Dataset: the Open Reaction Database (ORD), a public repository of structured organic reaction records. Task: describe an organic reaction: reactants, conditions, products, and yield The reactants are ClCC(=O)O (2-chloroacetic acid), C([O-])(O)=O.[Na+] (sodium bicarbonate), FC1=CC=C(C=C1)F (1,4-difluorobenzene), C(C)(CC)[Li] (sec-butyllithium), C(=S)=S (carbon disulfide), OS(=O)(=O)O (H2SO4). Solvent: O (water), O (water), C1CCOC1 (THF), O (Water). Run at temperature -78 celsius, time 30 minute. Product: FC1=C(C=C(C=C1)F)C(=S)SCC(=O)O (2-(2,5-difluorophenylcarbonthioylthio)acetic acid). Yield: 103.5%. RXN SMILES: [F:1][C:2]1[CH:7]=[CH:6][C:5]([F:8])=[CH:4][CH:3]=1.C([Li])(CC)C.[C:14](=[S:16])=[S:15].Cl[CH2:18][C:19]([OH:21])=[O:20].C(=O)(O)[O-].[Na+].OS(O)(=O)=O>C1COCC1.O>[F:1][C:2]1[CH:7]=[CH:6][C:5]([F:8])=[CH:4][C:3]=1[C:14]([S:16][CH2:18][C:19]([OH:21])=[O:20])=[S:15] |f:4.5|. Reported procedure: To a solution of 1,4-difluorobenzene (100 g, 876 mmol) in anhydrous THF (2.0 L) at −78° C. was added a solution of sec-butyllithium (1.4 M in cyclohexane, 626 mL, 876 mmol) dropwise, maintaining the reaction temperature below −60° C. The reaction mixture was allowed to stir at −78° C. for 30 minutes, and carbon disulfide (50.2 mL, 833 mmol) was then added dropwise. The reaction mixture was allowed to warm to room temperature over 30 minutes and then stirred at room temperature for 2 hours. Water... Reactants: ClC=1C(=CC2=C(NC(=N2)S(=O)(=O)C)C1)I (6-chloro-5-iodo-2-methanesulfonyl-1H-benzoimidazole), [H-].[Na+] (sodium hydride), BrCC1=CC=C(C=C1)C1=CC=CC=C1 (4-bromomethyl-biphenyl). The solvent is CN(C)C=O (DMF). Yields the product C1(=CC=C(C=C1)CN1C(=NC2=C1C=C(C(=C2)I)Cl)S(=O)(=O)C)C2=CC=CC=C2 (1-Biphenyl-4-ylmethyl-6-chloro-5-iodo-2-methanesulfonyl-1H-benzoimidazole). As a reaction SMILES: [Cl:1][C:2]1[C:3]([I:15])=[CH:4][C:5]2[N:9]=[C:8]([S:10]([CH3:13])(=[O:12])=[O:11])[NH:7][C:6]=2[CH:14]=1.[H-].[Na+].Br[CH2:19][C:20]1[CH:25]=[CH:24][C:23]([C:26]2[CH:31]=[CH:30][CH:29]=[CH:28][CH:27]=2)=[CH:22][CH:21]=1>CN(C=O)C>[C:23]1([C:26]2[CH:27]=[CH:28][CH:29]=[CH:30][CH:31]=2)[CH:22]=[CH:21][C:20]([CH2:19][N:7]2[C:6]3[CH:14]=[C:2]([Cl:1])[C:3]([I:15])=[CH:4][C:5]=3[N:9]=[C:8]2[S:10]([CH3:13])(=[O:12])=[O:11])=[CH:25][CH:24]=1 |f:1.2|. Reaction conditions: time 15 minute. Reported procedure: To a solution of 6-chloro-5-iodo-2-methanesulfonyl-1H-benzoimidazole (1.53 g, 4.3 mmol) in DMF (21 ml) at 0° C. was added sodium hydride (60% dispersion in mineral oil, 190 mg, 4.7 mmol). After 15 minutes, the reaction was warmed to rt and stirred for 1 hour. The mixture was then cooled to 0° C. and 4-bromomethyl-biphenyl (1.2 g, 4.7 mmol) was slowly added. The mixture was then warmed to rt and stirred overnight. The volatiles were removed on a rotary evaporator and the residue was partitioned b... Reactants: ClC(C(=O)C1=CC=C2CN(C3=C(CN21)C=CC=C3)C(=O)C3=CC(=C(C=C3)C3=C(C=CC=C3)C(F)(F)F)C)(Cl)Cl (2,2,2-trichloro-1-(10-{[2-methyl-2′-trifluoromethyl-[1,1′-biphenyl]-4-yl]carbonyl}-10,11-dihydro-5H-pyrrolo[2,1-c][1,4]benzodiazepin-3-yl)ethanone), [OH-].[Na+] (sodium hydroxide), Cl (hydrochloric acid), C(C)OCC.CCCCCC (diethyl ether hexane). Solvent: CC(=O)C (acetone). Conditions: time 8 hour. Product: CC1=C(C=CC(=C1)C(=O)N1CC=2N(CC3=C1C=CC=C3)C(=CC2)C(=O)O)C2=C(C=CC=C2)C(F)(F)F (10-[(2-Methyl-2′-trifluoromethyl-[1,1′-biphenyl]-4-yl)carbonyl]-10,11-dihydro-5H-pyrrolo[2,1-c][1,4]benzodiazepine-3-carboxylic acid). As a reaction SMILES: ClC(Cl)(Cl)[C:3]([C:5]1[N:14]2[C:8]([CH2:9][N:10]([C:19]([C:21]3[CH:26]=[CH:25][C:24]([C:27]4[CH:32]=[CH:31][CH:30]=[CH:29][C:28]=4[C:33]([F:36])([F:35])[F:34])=[C:23]([CH3:37])[CH:22]=3)=[O:20])[C:11]3[CH:18]=[CH:17][CH:16]=[CH:15][C:12]=3[CH2:13]2)=[CH:7][CH:6]=1)=[O:4].[OH-].[Na+].Cl.C([O:45]CC)C.CCCCCC>CC(C)=O>[CH3:37][C:23]1[CH:22]=[C:21]([C:19]([N:10]2[C:11]3[CH:18]=[CH:17][CH:16]=[CH:15][C:12]=3[CH2:13][N:14]3[C:5]([C:3]([OH:45])=[O:4])=[CH:6][CH:7]=[C:8]3[CH2:9]2)=[O:20])[CH:26]=[CH:25][C:24]=1[C:27]1[CH:32]=[CH:31][CH:30]=[CH:29][C:28]=1[C:33]([F:34])([F:36])[F:35] |f:1.2,4.5|. Procedure details: To a solution of 2,2,2-trichloro-1-(10-{[2-methyl-2′-trifluoromethyl-[1,1′-biphenyl]-4-yl]carbonyl}-10,11-dihydro-5H-pyrrolo[2,1-c][1,4]benzodiazepin-3-yl)ethanone of Step E (2.3 g, 3.9 mmol) in acetone (20 mL) was added 2.5 N sodium hydroxide (3.1 mL, 7.8 mmol). After stirring overnight, the reaction mixture was acidified with 2 N hydrochloric acid (4.3 mL, 8.6 mmol) and then concentrated in vacuo. The residue was partitioned between ethyl acetate and water. The organic layer was dried over anh... The reagents and catalysts are C(C1=CC=CC=C1)=CC(=O)C=CC1=CC=CC=C1.C(C1=CC=CC=C1)=CC(=O)C=CC1=CC=CC=C1.[Pd] (palladium bis(dibenzylideneacetone)). Reaction SMILES: C([Sn](CCCC)(CCCC)[C:6]1[S:7][C:8]([CH2:12][CH2:13][C:14]2[CH:19]=[CH:18][C:17]([O:20][CH2:21][C:22]34[O:29][CH2:28][C:25]([CH3:30])([CH2:26][O:27]3)[CH2:24][O:23]4)=[C:16]([CH3:31])[CH:15]=2)=[C:9]([CH3:11])[CH:10]=1)CCC.[F:40][C:41]1[CH:48]=[C:47](Br)[CH:46]=[CH:45][C:42]=1[C:43]#[N:44].O1C=CC=C1P(C1OC=CC=1)C1OC=CC=1>O1CCCC1.C(=CC(C=CC1C=CC=CC=1)=O)C1C=CC=CC=1.C(=CC(C=CC1C=CC=CC=1)=O)C1C=CC=CC=1.[Pd]>[F:40][C:41]1[CH:48]=[C:47]([C:6]2[S:7][C:8]([CH2:12][CH2:13][C:14]3[CH:19]=[CH:18][C:17]([O:20][CH2:21][C:22]45[O:23][CH2:24][C:25]([CH3:30])([CH2:26][O:27]4)[CH2:28][O:29]5)=[C:16]([CH3:31])[CH:15]=3)=[C:9]([CH3:11])[CH:10]=2)[CH:46]=[CH:45][C:42]=1[C:43]#[N:44] |f:4.5.6|. Solvent: O1CCCC1 (tetrahydrofuran). Procedure details: A mixture of tributyl[4-methyl-5-(2-{3-methyl-4-[(4-methyl-2,6,7-trioxabicyclo[2.2.2]oct-1-yl)methoxy]phenyl}ethyl)thien-2-yl]stannane (intermediate 100, 0.037 g) and 2-fluoro-4-bromobenzonitrile (0.011 g) in tetrahydrofuran (2 ml) was treated with palladium bis(dibenzylideneacetone) (0.0035 g) and trifuranyl phosphine (0.0013 g) and the resulting mixture stirred at reflux for 3 hours. The solvent was removed and the residue purified by Biotage® chromatography using a mixture of petroleum ether:... Yields the product FC1=C(C#N)C=CC(=C1)C=1SC(=C(C1)C)CCC1=CC(=C(C=C1)OCC12OCC(CO1)(CO2)C)C (2-fluoro-4-[4-methyl-5-(2-{3-methyl-4-[(4-methyl-2,6,7-trioxabicyclo[2.2.2]oct-1-yl)methoxy]phenyl}ethyl)thien-2-yl]benzonitrile). The reactants are O1C(=CC=C1)P(C=1OC=CC1)C=1OC=CC1 (trifuranyl phosphine), C(CCC)[Sn](C=1SC(=C(C1)C)CCC1=CC(=C(C=C1)OCC12OCC(CO1)(CO2)C)C)(CCCC)CCCC (tributyl[4-methyl-5-(2-{3-methyl-4-[(4-methyl-2,6,7-trioxabicyclo[2.2.2]oct-1-yl)methoxy]phenyl}ethyl)thien-2-yl]stannane), C(CCC)[Sn](C=1SC(=C(C1)C)CCC1=CC(=C(C=C1)OCC12OCC(CO1)(CO2)C)C)(CCCC)CCCC (tributyl[4-methyl-5-(2-{3-methyl-4-[(4-methyl-2,6,7-trioxabicyclo[2.2.2]oct-1-yl)methoxy]phenyl}ethyl)thien-2-yl]stannane), FC1=C(C#N)C=CC(=C1)Br (2-fluoro-4-bromobenzonitrile). Reaction SMILES: [NH2:1][C:2]1[CH:3]=[N:4][C:5]2[C:10]([C:11]=1[NH:12][CH2:13][C:14]([CH3:17])([OH:16])[CH3:15])=[CH:9][CH:8]=[CH:7][CH:6]=2.[CH3:18][O:19][C:20]([NH:22][C:23](=NC(OC)=O)OC)=[O:21].C(O)(=O)C.C1(C)C=CC(S(O)(=O)=O)=CC=1>CO>[OH:16][C:14]([CH3:17])([CH3:15])[CH2:13][N:12]1[C:11]2[C:10]3[CH:9]=[CH:8][CH:7]=[CH:6][C:5]=3[N:4]=[CH:3][C:2]=2[N:1]=[C:23]1[NH:22][C:20](=[O:21])[O:19][CH3:18]. The product is OC(CN1C(=NC=2C=NC=3C=CC=CC3C21)NC(OC)=O)(C)C (methyl [1-(2-hydroxy-2-methylpropyl)-1H-imidazo[4,5-c]quinolin-2-yl]carbamate). Procedure details: A mixture of 1-[(3-amino-4-quinolinyl)amino]-2-methyl-2-propanol (1.0 g, 4.3 mmol), 1,3-dimethoxycarbonyl-O-methylisourea (prepared according to the general method of Viswanathan, N. Indian Patent No. 168,784, 1.64 g, 8.64 mmol), acetic acid (1.3 g, 22 mmol), and p-toluenesulfonic acid (0.82 g, 4.3 mmol) in methanol (20 mL) was heated at reflux for 16 hours. The volatiles were removed under reduced pressure, and the residue was dissolved in chloroform (100 mL). The solution was washed sequential... Reactants: NC=1C=NC2=CC=CC=C2C1NCC(C)(O)C (1-[(3-amino-4-quinolinyl)amino]-2-methyl-2-propanol), COC(=O)NC(OC)=NC(=O)OC (1,3-dimethoxycarbonyl-O-methylisourea), C(C)(=O)O (acetic acid), C1(=CC=C(C=C1)S(=O)(=O)O)C (p-toluenesulfonic acid). Run in CO (methanol). Reactants: C(C)(C)(C)OC(NC1=CC=NC2=CC=CC=C12)=O (quinolin-4-yl carbamic acid tert butyl ester), [OH-].[Na+] (sodium hydroxide). Run in Cl (HCl), O (water). Yields the product NC1=CC=NC2=CC=CC=C12 (4-aminoquinoline). Isolated yield 87.7%. Reaction SMILES: C(OC(=O)[NH:7][C:8]1[C:17]2[C:12](=[CH:13][CH:14]=[CH:15][CH:16]=2)[N:11]=[CH:10][CH:9]=1)(C)(C)C.[OH-].[Na+]>Cl.O>[NH2:7][C:8]1[C:17]2[C:12](=[CH:13][CH:14]=[CH:15][CH:16]=2)[N:11]=[CH:10][CH:9]=1 |f:1.2|. Procedure details: A solution of quinolin-4-yl carbamic acid tert butyl ester (16.8 g) in 5N HCl (200 ml) was boiled for 5 h. The reaction mixture was diluted with water made basic with sodium hydroxide and washed with dichloromethane. The aqueous phase was separated and evaporated to dryness at reduced pressure. The residue was dissolved in propan-1-ol, insoluble material separated by filtration and the filtrate evaporated to dryness. The residue was dissolved in dichloromethane/ethyl acetate, filtered to remove ...